From a dataset of the Open Reaction Database (ORD), a public repository of structured organic reaction records. describe an organic reaction: reactants, conditions, products, and yield The reactants are CCOC(=O)C1=NNC(C(=O)Nc2ccc(-c3ccccc3S(C)(=O)=O)cc2F)C1, ClCCl, O=C=Nc1ccc(Cl)cc1, c1ccncc1. Yields the product CCOC(=O)C1=NN(C(=O)Nc2ccc(Cl)cc2)C(C(=O)Nc2ccc(-c3ccccc3S(C)(=O)=O)cc2F)C1. Reaction SMILES: [CH2:1]([CH3:2])[O:3][C:4](=[O:5])[C:6]1=[N:7][NH:8][CH:9]([C:11]([NH:12][c:13]2[c:14]([F:29])[cH:15][c:16](-[c:19]3[c:20]([S:25](=[O:26])(=[O:27])[CH3:28])[cH:21][cH:22][cH:23][cH:24]3)[cH:17][cH:18]2)=[O:30])[CH2:10]1.[CH2:47]([Cl:48])[Cl:49].[Cl:37][c:38]1[cH:39][cH:40][c:41]([N:44]=[C:45]=[O:46])[cH:42][cH:43]1.[cH:31]1[cH:32][cH:33][n:34][cH:35][cH:36]1>>[CH2:1]([CH3:2])[O:3][C:4](=[O:5])[C:6]1=[N:7][N:8]([C:45]([NH:44][c:41]2[cH:40][cH:39][c:38]([Cl:37])[cH:43][cH:42]2)=[O:46])[CH:9]([C:11]([NH:12][c:13]2[c:14]([F:29])[cH:15][c:16](-[c:19]3[c:20]([S:25](=[O:26])(=[O:27])[CH3:28])[cH:21][cH:22][cH:23][cH:24]3)[cH:17][cH:18]2)=[O:30])[CH2:10]1.